From a dataset of the Open Reaction Database (ORD), a public repository of structured organic reaction records. describe an organic reaction: reactants, conditions, products, and yield Starting materials: Cl.C(C1=CC=CO1)N (Furfurylamine hydrochloride), [S-]C#N.[NH4+] (ammonium thiocyanate), C(C)(=O)OCC (ethyl acetate), O (water), O (water), C(C)(=O)OCC (ethyl acetate). Run in BrC1=CC=CC=C1 (bromobenzene). Reaction conditions: time 8 hour. The product is C(C1=CC=CO1)NC(=S)N (N-furfurylthiourea). Isolated yield 30.9%. RXN SMILES: Cl.[CH2:2]([NH2:8])[C:3]1[O:7][CH:6]=[CH:5][CH:4]=1.[S-:9][C:10]#[N:11].[NH4+].O.C(OCC)(=O)C>BrC1C=CC=CC=1>[CH2:2]([NH:8][C:10]([NH2:11])=[S:9])[C:3]1[O:7][CH:6]=[CH:5][CH:4]=1 |f:0.1,2.3|. Reported procedure: Furfurylamine hydrochloride (33.46 grams, 0.250 moles) and ammonium thiocyanate (38.14 grams, 0.501 moles) in 71 ml bromobenzene were heated under nitrogen at reflux temperature for 20 minutes and then cooled to room temperature. The reaction mixture was mixed with a solution of 125 ml water and 100 ml ethyl acetate and left at room temperature overnight. The mixture was then diluted to give 500 ml ethyl acetate and 350 ml water and the aqueous layer separated. The organic layer was washed with ...